From a dataset of the Open Reaction Database (ORD), a public repository of structured organic reaction records. describe an organic reaction: reactants, conditions, products, and yield Reactants: NCCC=1C=C(C=CC1)NC1=C2C(=NC=N1)NN=C2NC2=CC=CC=C2 (4-(3-[2-amino-ethyl]-phenylamino)-3-phenylamino-1H-pyrazolo[3,4-d]pyrimidine). Procedure: There is obtained from 4-(3-cyanomethyl-phenylamino)-3-phenylamino-1H-pyrazolo[3,4-d]pyrimidine (see Example 8), by reduction with Raney nickel in a solution of ammonia in methanol, 4-(3-[2-amino-ethyl]-phenylamino)-3-phenylamino-1H-pyrazolo[3,4-d]pyrimidine. Reaction SMILES: [NH2:1][CH2:2][CH2:3][C:4]1[CH:5]=[C:6]([NH:10][C:11]2[N:16]=[CH:15][N:14]=[C:13]3[NH:17][N:18]=[C:19]([NH:20][C:21]4[CH:26]=[CH:25][CH:24]=[CH:23][CH:22]=4)[C:12]=23)[CH:7]=[CH:8][CH:9]=1>[Ni].CO>[C:2]([CH2:3][C:4]1[CH:5]=[C:6]([NH:10][C:11]2[N:16]=[CH:15][N:14]=[C:13]3[NH:17][N:18]=[C:19]([NH:20][C:21]4[CH:26]=[CH:25][CH:24]=[CH:23][CH:22]=4)[C:12]=23)[CH:7]=[CH:8][CH:9]=1)#[N:1].[NH3:1]. Solvent: CO (methanol). The reagents and catalysts are [Ni] (Raney nickel). The product is C(#N)CC=1C=C(C=CC1)NC1=C2C(=NC=N1)NN=C2NC2=CC=CC=C2 (4-(3-cyanomethyl-phenylamino)-3-phenylamino-1H-pyrazolo[3,4-d]pyrimidine), N (ammonia). Reactants: ClCCOC1=C(C=C2C(=CC=NC2=C1)OC1=C(C=C(C=C1)C)C(=O)C1=CC=CC=C1)OC ((2-{[7-(2-Chloroethoxy)-6-methoxy-4-quinolyl]oxy}-5-methylphenyl)(phenyl)methanone), O (water), N1CCOCC1 (morpholine), C([O-])([O-])=O.[K+].[K+] (potassium carbonate). Solvent: CN(C=O)C (N,N-dimethylformamide). Reaction conditions: temperature 80 celsius, time 8 hour. Yields the product CC=1C=CC(=C(C1)C(=O)C1=CC=CC=C1)OC1=CC=NC2=CC(=C(C=C12)OC)OCCN1CCOCC1 ((5-Methyl-2-{[6-methoxy-7-(2-morpholinoethoxy)-4-quinolyl]oxy}phenyl)(phenyl)methanone). Isolated yield 62.9%. As a reaction SMILES: Cl[CH2:2][CH2:3][O:4][C:5]1[CH:14]=[C:13]2[C:8]([C:9]([O:15][C:16]3[CH:21]=[CH:20][C:19]([CH3:22])=[CH:18][C:17]=3[C:23]([C:25]3[CH:30]=[CH:29][CH:28]=[CH:27][CH:26]=3)=[O:24])=[CH:10][CH:11]=[N:12]2)=[CH:7][C:6]=1[O:31][CH3:32].[NH:33]1[CH2:38][CH2:37][O:36][CH2:35][CH2:34]1.C(=O)([O-])[O-].[K+].[K+].O>CN(C)C=O>[CH3:22][C:19]1[CH:20]=[CH:21][C:16]([O:15][C:9]2[C:8]3[C:13](=[CH:14][C:5]([O:4][CH2:3][CH2:2][N:33]4[CH2:38][CH2:37][O:36][CH2:35][CH2:34]4)=[C:6]([O:31][CH3:32])[CH:7]=3)[N:12]=[CH:11][CH:10]=2)=[C:17]([C:23]([C:25]2[CH:26]=[CH:27][CH:28]=[CH:29][CH:30]=2)=[O:24])[CH:18]=1 |f:2.3.4|. Procedure: (2-{[7-(2-Chloroethoxy)-6-methoxy-4-quinolyl]oxy}-5-methylphenyl)(phenyl)methanone (50 mg), morpholine (29 mg), and potassium carbonate (76 mg) were suspended in N,N-dimethylformamide (3 ml), and the suspension was stirred at 80° C. overnight. The reaction solution was cooled to room temperature, water was then added to the reaction solution, and the mixture was extracted with ethyl acetate. The ethyl acetate layer was then washed with water and saturated brine and was dried over anhydrous sodiu...